Dataset: the Open Reaction Database (ORD), a public repository of structured organic reaction records. Task: describe an organic reaction: reactants, conditions, products, and yield The reactants are O=c1ccc(C(c2ccccc2)c2ccc(Cl)cc2)c[nH]1, O=P(Cl)(Cl)c1ccccc1. Yields the product Clc1ccc(C(c2ccccc2)c2ccc(Cl)nc2)cc1. As a reaction SMILES: [Cl:1][c:2]1[cH:3][cH:4][c:5]([CH:8]([c:9]2[cH:10][cH:11][c:12](=[O:15])[nH:13][cH:14]2)[c:16]2[cH:17][cH:18][cH:19][cH:20][cH:21]2)[cH:6][cH:7]1.[c:22]1([P:23]([Cl:24])(=[O:25])[Cl:30])[cH:26][cH:27][cH:28][cH:29][cH:31]1>>[Cl:1][c:2]1[cH:3][cH:4][c:5]([CH:8]([c:9]2[cH:10][cH:11][c:12]([Cl:30])[n:13][cH:14]2)[c:16]2[cH:17][cH:18][cH:19][cH:20][cH:21]2)[cH:6][cH:7]1. The product is ClC1=C(C=CC=C1)C1=NC(C(NC2=C1C=C(C=C2)[N+](=O)[O-])=O)(C)C (5-(o-chlorophenyl)-1,3-dihydro-3,3-dimethyl-7-nitro-2H-1,4-benzodiazepin-2-one). RXN SMILES: C(Br)CCC.FC1C=CC=CC=1C1C2C=C([N+]([O-])=O)C=CC=2N(C)C(=O)C(C)(C)N=1.C([N:35]1[C:41]2[CH:42]=[CH:43][C:44]([N+:46]([O-:48])=[O:47])=[CH:45][C:40]=2[C:39]([C:49]2[CH:54]=[CH:53][CH:52]=[CH:51][C:50]=2[Cl:55])=[N:38][C:37]([CH3:57])([CH3:56])[C:36]1=[O:58])CCC>CCOCC.CCCCCC>[Cl:55][C:50]1[CH:51]=[CH:52][CH:53]=[CH:54][C:49]=1[C:39]1[C:40]2[CH:45]=[C:44]([N+:46]([O-:48])=[O:47])[CH:43]=[CH:42][C:41]=2[NH:35][C:36](=[O:58])[C:37]([CH3:57])([CH3:56])[N:38]=1 |f:3.4|. The solvent is CCOCC.CCCCCC (ether n-hexane). Reported procedure: From 25 g (0.073 mol) of 5-(o-chlorophenyl)-1,3-dihydro-3,3-dimethyl-7-nitro-2H-1,4-benzodiazepin-2-one and n-butyl bromide there is obtained, in analogy to the details in paragraph (c) of Example 1, with a reaction period of 4 days, 1-butyl-5-(o-chlorophenyl)-1,3-dihydro-3,3-dimethyl-7-nitro-2H-1,4-benzodiazepin-2-one of melting point 129° (ether/n-hexane). Starting materials: C(CCC)Br (n-butyl bromide), FC1=C(C=CC=C1)C1=NC(C(N(C2=C1C=C(C=C2)[N+](=O)[O-])C)=O)(C)C (5-(o-fluorphenyl)-1,3-dihydro-1,3,3-trimethyl-7-nitro-2H-1,4-benzodiazepin-2-one), C(CCC)N1C(C(N=C(C2=C1C=CC(=C2)[N+](=O)[O-])C2=C(C=CC=C2)Cl)(C)C)=O (1-butyl-5-(o-chlorophenyl)-1,3-dihydro-3,3-dimethyl-7-nitro-2H-1,4-benzodiazepin-2-one).